This data is from the Open Reaction Database (ORD), a public repository of structured organic reaction records. The task is: describe an organic reaction: reactants, conditions, products, and yield Reactants: C12(CC3(CC(CC(C1)C3)C2)O)O (1,3-adamantanediol), S(O)(O)(=O)=O (sulfuric acid), O=O (oxygen), S(O)(O)(=O)=O (sulfuric acid), COC1=CC=C(C=C1)O (p-methoxyphenol), C(C=C)(=O)O (acrylic acid), C(C=C)(=O)O (acrylic acid), COC1=CC=C(C=C1)O (p-methoxyphenol), [OH-].[Na+] (sodium hydroxide). Run in C1(=CC=CC=C1)C (toluene), O (water), O (water), O (water). Reaction conditions: time 6 hour. The product is C(C=C)(=O)OC12CC3(CC(CC(C1)C3)C2)O (3-hydroxy-1-adamantyl acrylate). RXN SMILES: [C:1]12([OH:12])[CH2:10][CH:5]3[CH2:6][CH:7]([CH2:9][C:3]([OH:11])([CH2:4]3)[CH2:2]1)[CH2:8]2.[C:13](O)(=[O:16])[CH:14]=[CH2:15].COC1C=CC(O)=CC=1.S(=O)(=O)(O)O.O=O.[OH-].[Na+]>C1(C)C=CC=CC=1.O>[C:13]([O:12][C:1]12[CH2:10][CH:5]3[CH2:6][CH:7]([CH2:9][C:3]([OH:11])([CH2:4]3)[CH2:2]1)[CH2:8]2)(=[O:16])[CH:14]=[CH2:15] |f:5.6|. Procedure details: To a 2 L jacket-equipped separable flask provided with a stirrer, a thermometer, a Dean-Stark water separator, a Dimroth condenser and a prepared gas introduction tube, 84 g of 1,3-adamantanediol, 108 g of acrylic acid, 0.76 g of p-methoxyphenol as a polymerization inhibitor, 1.3 g of concentrated sulfuric acid as an acid catalyst, and 750 ml of toluene as a solvent were put. Prepared gas diluted with nitrogen so as to have an oxygen concentration of about 5% by volume was supplied at a rate of ... Reactants: COc1cc(OC)c(O[SiH](c2ccccc2)c2ccccc2)c(C(C)(C)C)c1, [Li]CCCC, CN(C)C=O, CCOCC, CCCCCC, [Cl-], [NH4+]. Product: COc1cc(C(C)(C)C)c(O[SiH](c2ccccc2)c2ccccc2)c(OC)c1C=O. Reaction SMILES: [C:12]([CH3:13])([CH3:14])([CH3:15])[c:16]1[c:17]([O:26][SiH:27]([c:28]2[cH:29][cH:30][cH:31][cH:32][cH:33]2)[c:34]2[cH:35][cH:36][cH:37][cH:38][cH:39]2)[c:18]([O:24][CH3:25])[cH:19][c:20]([O:22][CH3:23])[cH:21]1.[CH2:1]([Li:2])[CH2:3][CH2:4][CH3:5].[CH3:40][N:41]([CH:42]=[O:43])[CH3:44].[CH3:47][CH2:48][O:49][CH2:50][CH3:51].[CH3:6][CH2:7][CH2:8][CH2:9][CH2:10][CH3:11].[Cl-:45].[NH4+:46]>>[C:12]([CH3:13])([CH3:14])([CH3:15])[c:16]1[c:17]([O:26][SiH:27]([c:28]2[cH:29][cH:30][cH:31][cH:32][cH:33]2)[c:34]2[cH:35][cH:36][cH:37][cH:38][cH:39]2)[c:18]([O:24][CH3:25])[c:19]([CH:42]=[O:43])[c:20]([O:22][CH3:23])[cH:21]1. Reactants: N(N)CC(C(C)C)O (1-hydrazino-3-methyl-2-butanol), ClC1=CC=C(C(=O)CCC(=O)O)C=C1 (3-(p-chlorobenzoyl)-propanoic acid), C1(=CC=CC=C1)C (toluene). Solvent: O (water), O (water). The product is OC(CN1N=C(CCC1=O)C1=CC=C(C=C1)Cl)C(C)C (2-(2-hydroxy-3-methylbutyl)-6-(p-chlorophenyl)4,5-dihydropyridazine-3(2H)-one). The yield is 92.1%. RXN SMILES: [NH:1]([CH2:3][CH:4]([OH:8])[CH:5]([CH3:7])[CH3:6])[NH2:2].[Cl:9][C:10]1[CH:22]=[CH:21][C:13]([C:14]([CH2:16][CH2:17][C:18](O)=[O:19])=O)=[CH:12][CH:11]=1.C1(C)C=CC=CC=1>O>[OH:8][CH:4]([CH:5]([CH3:7])[CH3:6])[CH2:3][N:1]1[C:18](=[O:19])[CH2:17][CH2:16][C:14]([C:13]2[CH:12]=[CH:11][C:10]([Cl:9])=[CH:22][CH:21]=2)=[N:2]1. Procedure: A mixture of 9.5 grams (0.085 mol) of 1-hydrazino-3-methyl-2-butanol, 14.4 grams (0.070 mol) of 3-(p-chlorobenzoyl)-propanoic acid and 100 milliliters of toluene are stirred in a flask equipped with a condenser and Dean-Stark water collecting apparatus at reflux for about 2.0 hours during which 2.8 milliliters of water is collected in the Dean-Stark tube. The toluene solution is washed with 50 milliliters of 2 N sodium hydroxide solution, 25 ml. of 2 N hydrochloric acid and then water. The tolue... Solvent: C(C)O (ethanol). The reactants are CN (methylamine), COC([C@@H](NC(=O)NC=1SC(NN1)=S)CC1=CC=CC=C1)=O (N-[[(4,5-dihydro-5-thioxo-1,3,4-thiadiazol-2-yl)amino]carbonyl]-L-phenylalanine methyl ester). Product: S=C1NN=C(S1)NC(=O)N[C@H](C(=O)NC)CC1=CC=CC=C1 (α-[[[(4,5-Dihydro-5-thioxo-1,3,4-thiadiazol-2-yl)amino]carbonyl]-amino]-N-methyl-(S)-benzenepropanamide). Procedure details: A saturated solution of methylamine in ethanol (50 mL) and N-[[(4,5-dihydro-5-thioxo-1,3,4-thiadiazol-2-yl)amino]carbonyl]-L-phenylalanine methyl ester (EXAMPLE 1; 0.770 g, 2.28 mmol) is stirred at room temperature for 6 days. The solution is concentrated, diluted with water, and acidified with 1N HCl. The resultant solids are filtered and dried to give 576 mg of the amide. Recrystallization from hot EtOAc/CH2 Cl2 /MeOH gives 390 mg (51%) of the desired product as a white solid (mp 234°-236° C.)... RXN SMILES: [CH3:1][NH2:2].CO[C:5](=[O:24])[C@H:6]([CH2:17][C:18]1[CH:23]=[CH:22][CH:21]=[CH:20][CH:19]=1)[NH:7][C:8]([NH:10][C:11]1[S:12][C:13](=[S:16])[NH:14][N:15]=1)=[O:9]>C(O)C>[S:16]=[C:13]1[S:12][C:11]([NH:10][C:8]([NH:7][C@@H:6]([CH2:17][C:18]2[CH:19]=[CH:20][CH:21]=[CH:22][CH:23]=2)[C:5]([NH:2][CH3:1])=[O:24])=[O:9])=[N:15][NH:14]1. Reactants: CC(N)c1ccc(Br)cc1, COc1ccc(C)cc1B(O)O. The product is COc1ccc(C)cc1-c1ccc(C(C)N)cc1. Reaction SMILES: [Br:13][c:14]1[cH:15][cH:16][c:17]([CH:20]([CH3:21])[NH2:22])[cH:18][cH:19]1.[CH3:1][O:2][c:3]1[c:4]([B:10]([OH:11])[OH:12])[cH:5][c:6]([CH3:9])[cH:7][cH:8]1>>[CH3:1][O:2][c:3]1[c:4](-[c:14]2[cH:15][cH:16][c:17]([CH:20]([CH3:21])[NH2:22])[cH:18][cH:19]2)[cH:5][c:6]([CH3:9])[cH:7][cH:8]1.